From a dataset of the Open Reaction Database (ORD), a public repository of structured organic reaction records. describe an organic reaction: reactants, conditions, products, and yield Starting materials: ClCCl, O=C(O)C(F)(F)F, COC(=O)C(CO)NC(=O)C1CSCCN1C(=O)OC(C)(C)C. The product is O=C1NC(CO)C(=O)N2CCSCC12. RXN SMILES: [Cl:31][CH2:32][Cl:33].[F:24][C:25]([F:26])([F:27])[C:28]([OH:29])=[O:30].[OH:1][CH2:2][CH:3]([NH:8][C:9](=[O:10])[CH:11]1[CH2:12][S:13][CH2:14][CH2:15][N:16]1[C:17](=[O:18])[O:19][C:4]([CH3:5])([CH3:6])[CH3:7])[C:20]([O:21][CH3:22])=[O:23]>>[OH:1][CH2:2][CH:3]1[NH:8][C:9](=[O:10])[CH:11]2[CH2:12][S:13][CH2:14][CH2:15][N:16]2[C:17]1=[O:19]. Yields the product CC(C)(O)C(N)c1cccc2ccccc12. Starting materials: CCO, CC(C)O, CC(C)(O)C(NC(=O)C(F)(F)F)c1cccc2ccccc12, [K+], [OH-]. As a reaction SMILES: [CH3:29][CH2:30][OH:31].[CH:1]([OH:2])([CH3:3])[CH3:4].[F:5][C:6]([F:7])([F:8])[C:25]([NH:9][CH:10]([C:11]([CH3:12])([OH:13])[CH3:14])[c:15]1[cH:16][cH:17][cH:18][c:19]2[cH:20][cH:21][cH:22][cH:23][c:24]12)=[O:26].[K+:28].[OH-:27]>>[NH2:9][CH:10]([C:11]([CH3:12])([OH:13])[CH3:14])[c:15]1[cH:16][cH:17][cH:18][c:19]2[cH:20][cH:21][cH:22][cH:23][c:24]12. Reactants: C([O-])([O-])=O.[Na+].[Na+] (sodium carbonate), NC1=C(C=NN1CCC)C#N (5-amino-4-cyano-1-n-propylpyrazole), S(O)(O)(=O)=O (sulphuric acid), ice water. The solvent is O (water). Reaction conditions: temperature 90 celsius. Product: NC1=C(C=NN1CCC)C(=O)N (5-Amino-1-n-propylpyrazole-4-carboxamide). Yield: 95.0%. As a reaction SMILES: [NH2:1][C:2]1[N:6]([CH2:7][CH2:8][CH3:9])[N:5]=[CH:4][C:3]=1[C:10]#[N:11].S(=O)(=O)(O)[OH:13].C(=O)([O-])[O-].[Na+].[Na+]>O>[NH2:1][C:2]1[N:6]([CH2:7][CH2:8][CH3:9])[N:5]=[CH:4][C:3]=1[C:10]([NH2:11])=[O:13] |f:2.3.4|. Procedure details: A solution of 5-amino-4-cyano-1-n-propylpyrazole (J. Med. Chem., 1968, 11, 79; 4.0 g, 0.0027 mol) in a mixture of concentrated sulphuric acid (30 ml) and water (3 ml) was heated at 90° C. for 1 hour. The cool reaction mixture was poured into ice/water (70 g) and the resulting mixture basified with solid sodium carbonate to pH 8. The aqueous solution thus obtained was extracted with ethyl acetate (5×100 ml), the combined extracts dried (Na2SO4) and the solvent removed by evaporation under vacuum ... Starting materials: BrC=1C(=NC(=C(C1)[N+](=O)[O-])C)O[C@@H]1CC[C@@H](CC1)C(C)C (3-bromo-2-(cis-4-isopropylcyclohexoxy)-6-methyl-5-nitro-pyridine), [Cl-].[NH4+] (ammonium chloride). The reagents and catalysts are [Fe] (iron). The solvent is CCO.O (EtOH H2O). Reaction conditions: time 3 hour. Product: BrC=1C=C(C(=NC1O[C@@H]1CC[C@@H](CC1)C(C)C)C)N (5-bromo-6-(cis-4-isopropylcyclohexoxy)-2-methyl-pyridin-3-amine). Yield: 101.5%. RXN SMILES: [Br:1][C:2]1[C:3]([O:12][C@H:13]2[CH2:18][CH2:17][C@@H:16]([CH:19]([CH3:21])[CH3:20])[CH2:15][CH2:14]2)=[N:4][C:5]([CH3:11])=[C:6]([N+:8]([O-])=O)[CH:7]=1.[Cl-].[NH4+]>CCO.O.[Fe]>[Br:1][C:2]1[CH:7]=[C:6]([NH2:8])[C:5]([CH3:11])=[N:4][C:3]=1[O:12][C@H:13]1[CH2:14][CH2:15][C@@H:16]([CH:19]([CH3:20])[CH3:21])[CH2:17][CH2:18]1 |f:1.2,3.4|. Procedure details: To a stirred solution of 3-bromo-2-(cis-4-isopropylcyclohexoxy)-6-methyl-5-nitro-pyridine (22.59 g, 63.24 mmol) in EtOH/H2O (600 mL/150 mL, 4/1 v/v), ammonium chloride (3.45 g, 63.24 mmol, 1.0 eq) and iron powder (14.27 g, 253.0 mmol, 4 eq) were added at room temperature under inert atmosphere (Ar). The reaction mixture was stirred for 3 h under heating to reflux. As TLC indicated that the starting material was consumed at this point in time, the reaction mixture was cooled to room temperature a... Reactants: OC[C@@H]1N(CCC1)CCC=1NC(C2=CC=CC(=C2C1)C)=O ((R)-3-[2-(2-hydroxymethylpyrrolidin-1-yl)ethyl]-5-methyl-2H-isoquinolin-1-one), P(O)(O)(O)=O (phosphoric acid). Run in C(C)O (ethanol). Run at time 1 hour. Yields the product P(=O)(O)(O)O.OC[C@@H]1N(CCC1)CCC=1NC(C2=CC=CC(=C2C1)C)=O ((R)-3-[2-(2-hydroxymethylpyrrolidin-1-yl)ethyl]-5-methyl-2H-isoquinolin-1-one monophosphate). Reaction SMILES: [OH:1][CH2:2][C@H:3]1[CH2:7][CH2:6][CH2:5][N:4]1[CH2:8][CH2:9][C:10]1[NH:11][C:12](=[O:21])[C:13]2[C:18]([CH:19]=1)=[C:17]([CH3:20])[CH:16]=[CH:15][CH:14]=2.[P:22](=[O:26])([OH:25])([OH:24])[OH:23]>C(O)C>[P:22]([OH:26])([OH:25])([OH:24])=[O:23].[OH:1][CH2:2][C@H:3]1[CH2:7][CH2:6][CH2:5][N:4]1[CH2:8][CH2:9][C:10]1[NH:11][C:12](=[O:21])[C:13]2[C:18]([CH:19]=1)=[C:17]([CH3:20])[CH:16]=[CH:15][CH:14]=2 |f:3.4|. Procedure details: A free form (1 g) of (R)-3-[2-(2-hydroxymethylpyrrolidin-1-yl)ethyl]-5-methyl-2H-isoquinolin-1-one was measured, ethanol (40 ml) was added and the mixture was completely dissolved by heating under reflux. Thereto was added commercially available 85% phosphoric acid (200 μL) and the mixture was left stirring at room temperature for 1 hr. The precipitate was collected by filtration and dissolved again in water (1 mL) at 80° C. Ethanol (8 mL) was added and the mixture was left standing at room temp... The reactants are ClC1=C(C(=O)N(C=2SC(=CN2)C(=O)O)C2=CC(=C(C=C2)OC)OC)C=CC(=C1)Cl (2-[(2,4-Dichloro-benzoyl)-(3,4-dimethoxy-phenyl)-amino]-thiazole-5-carboxylic acid), amine hydochloride, amines. Solvent: CCN(CC)CC (NEt3). Yields the product C(C)N(C(=O)C1=CN=C(S1)N(C1=CC(=C(C=C1)OC)OC)C(C1=C(C=C(C=C1)Cl)Cl)=O)CC (2-[(2,4-Dichloro-benzoyl)-(3,4-dimethoxy-phenyl)-amino]-thiazole-5-carboxylic acid diethylamide). Reaction SMILES: [Cl:1][C:2]1[CH:28]=[C:27]([Cl:29])[CH:26]=[CH:25][C:3]=1[C:4]([N:6]([C:15]1[CH:20]=[CH:19][C:18]([O:21][CH3:22])=[C:17]([O:23][CH3:24])[CH:16]=1)[C:7]1[S:8][C:9]([C:12](O)=[O:13])=[CH:10][N:11]=1)=[O:5]>CCN(CC)CC>[CH2:4]([N:6]([CH2:15][CH3:16])[C:12]([C:9]1[S:8][C:7]([N:6]([C:4](=[O:5])[C:3]2[CH:25]=[CH:26][C:27]([Cl:29])=[CH:28][C:2]=2[Cl:1])[C:15]2[CH:20]=[CH:19][C:18]([O:21][CH3:22])=[C:17]([O:23][CH3:24])[CH:16]=2)=[N:11][CH:10]=1)=[O:13])[CH3:3]. Procedure details: According to the procedure described fort he synthesis of Example 125 further derivatives have been synthesised from 2-[(2,4-Dichloro-benzoyl)-(3,4-dimethoxy-phenyl)-amino]-thiazole-5-carboxylic acid and various commercially available amines and comprise Examples 126-Example 135 below. In cases of Example 135 additionally 2 eq. NEt3 were added to the reaction mixture as the amine hydochloride was used as starting material.